This data is from the Open Reaction Database (ORD), a public repository of structured organic reaction records. The task is: describe an organic reaction: reactants, conditions, products, and yield Reported procedure: A solution of β-oxo-2-naphthalenepropionitrile (5.0 g, 0.0256 mol) in toluene is treated with methylamine hydrochloride ()2.6 g, 0.0384 mol), sodium acetate (3.15 g, 0.0386 mol) and a catalytic amount of acetic acid, heated at reflux temperature (fitted with a Dean Stark trap) for 6 hours, cooled, diluted with ethyl acetate and dilute hydrochloric acid. The organic phase is dried over Na2SO4 and concentrated in vacuo to give a residue which is triturated under hexanes to give the title compound ... Isolated yield 58.0%. As a reaction SMILES: O=[C:2]([C:6]1[CH:15]=[CH:14][C:13]2[C:8](=[CH:9][CH:10]=[CH:11][CH:12]=2)[CH:7]=1)[CH2:3][C:4]#[N:5].Cl.[CH3:17][NH2:18].C([O-])(=O)C.[Na+].C(O)(=O)C>C1(C)C=CC=CC=1.C(OCC)(=O)C.Cl>[CH3:17][NH:18][C:2]([C:6]1[CH:15]=[CH:14][C:13]2[C:8](=[CH:9][CH:10]=[CH:11][CH:12]=2)[CH:7]=1)=[CH:3][C:4]#[N:5] |f:1.2,3.4|. Yields the product CNC(=CC#N)C1=CC2=CC=CC=C2C=C1 (β-(Methylamino)-2-naphthaleneacrylonitrile). The reactants are O=C(CC#N)C1=CC2=CC=CC=C2C=C1 (β-oxo-2-naphthalenepropionitrile), Cl.CN (methylamine hydrochloride), C(C)(=O)[O-].[Na+] (sodium acetate), C(C)(=O)O (acetic acid). Run in C1(=CC=CC=C1)C (toluene), C(C)(=O)OCC (ethyl acetate), Cl (hydrochloric acid). The reactants are NC([C@H](CC(C)C)NC([C@H](C(C)(C)C)NC(=O)N1N=C(C=2CN(CCC21)C)C2=C(C=C(C(=C2)F)F)F)=O)=O (N-((S)-1-((S)-1-amino-4-methyl-1-oxopentan-2-ylamino)-3,3-dimethyl-1-oxobutan-2-yl)-5-methyl-3-(2,4,5-trifluorophenyl)-4,5,6,7-tetrahydro-1H-pyrazolo[4,3-c]pyridine-1-carboxamide), N1[C@H](CCC1)C(=O)N ((R)-pyrrolidine-2-carboxamide). Yields the product C(N)(=O)[C@@H]1N(CCC1)C([C@H](C(C)(C)C)NC(=O)N1N=C(C=2CN(CCC21)C)C2=C(C=C(C(=C2)F)F)F)=O (N-((S)-1-((R)-2-carbamoylpyrrolidin-1-yl)-3,3-dimethyl-1-oxobutan-2-yl)-5-methyl-3-(2,4,5-trifluorophenyl)-4,5,6,7-tetrahydro-1H-pyrazolo[4,3-c]pyridine-1-carboxamide). As a reaction SMILES: [NH2:1][C:2](=[O:38])[C@@H:3]([NH:8][C:9](=[O:37])[C@@H:10]([NH:15][C:16]([N:18]1[C:26]2[CH2:25][CH2:24][N:23]([CH3:27])[CH2:22][C:21]=2[C:20]([C:28]2[CH:33]=[C:32]([F:34])[C:31]([F:35])=[CH:30][C:29]=2[F:36])=[N:19]1)=[O:17])[C:11]([CH3:14])([CH3:13])[CH3:12])[CH2:4][CH:5]([CH3:7])C.N1CCC[C@@H]1C(N)=O>>[C:2]([C@H:3]1[CH2:4][CH2:5][CH2:7][N:8]1[C:9](=[O:37])[C@@H:10]([NH:15][C:16]([N:18]1[C:26]2[CH2:25][CH2:24][N:23]([CH3:27])[CH2:22][C:21]=2[C:20]([C:28]2[CH:33]=[C:32]([F:34])[C:31]([F:35])=[CH:30][C:29]=2[F:36])=[N:19]1)=[O:17])[C:11]([CH3:12])([CH3:13])[CH3:14])(=[O:38])[NH2:1]. Procedure: Compound 75 was prepared according to the procedure described for the synthesis of compound 72 by replacing leucine amide with (R)-pyrrolidine-2-carboxamide. LCMS (+ESI) m/z=521.5 [M+H]+. The reactants are FC(COC(OCC(F)(F)F)=O)(F)F (bis(2,2,2-trifluoroethyl)carbonate), FC(CNC(OCC1CC(CC=C1)COC(NCC(F)(F)F)=O)=O)(F)F (tetrahydro-m-xylylene bis(2,2,2-trifluoroethyl carbamate)). The product is C(N)(OCC1CC(CC=C1)COC(N)=O)=O (tetrahydro-m-xylylene dicarbamate). The yield is 93.2%. As a reaction SMILES: FC(F)(F)COC(=O)OCC(F)(F)F.FC(F)(F)C[NH:18][C:19](=[O:38])[O:20][CH2:21][CH:22]1[CH:27]=[CH:26][CH2:25][CH:24]([CH2:28][O:29][C:30](=[O:37])[NH:31]CC(F)(F)F)[CH2:23]1>>[C:30](=[O:37])([O:29][CH2:28][CH:24]1[CH:25]=[CH:26][CH2:27][CH:22]([CH2:21][O:20][C:19](=[O:38])[NH2:18])[CH2:23]1)[NH2:31]. Procedure: The reaction was carried out in the same manner as Example 7 except for using 37.1 g (0.1642 mol) of bis(2,2,2-trifluoroethyl)carbonate (to be referred to as “BTrFC” hereinafter) synthesized in the above Synthesis Example 2 in place of BTFC, and it was confirmed that tetrahydro-m-xylylene bis(2,2,2-trifluoroethyl carbamate) (to be referred to as H-XDC-2 hereinafter) was generated as the main product (H-XDA base yield 93.2%). Structural assignment of the product H-XDC-2 was carried out by 19F-NMR... Product: CCCC(c1ccc(C(=O)OC(C)(C)C)cc1)C(O)(c1ccc(OC)cc1)c1ccc(F)c2ccccc12. As a reaction SMILES: [Br:1][c:2]1[cH:3][cH:4][c:5]([F:12])[c:6]2[cH:7][cH:8][cH:9][cH:10][c:11]12.[CH2:45]1[O:46][CH2:47][CH2:48][CH2:49]1.[CH3:13][CH2:14][CH2:15][CH2:16][Li:17].[CH3:18][O:19][c:20]1[cH:21][cH:22][c:23]([C:26]([CH:27]([CH2:28][CH2:29][CH3:30])[c:31]2[cH:32][cH:33][c:34]([C:35](=[O:36])[O:37][C:38]([CH3:39])([CH3:40])[CH3:41])[cH:42][cH:43]2)=[O:44])[cH:24][cH:25]1>>[c:2]1([C:26]([c:23]2[cH:22][cH:21][c:20]([O:19][CH3:18])[cH:25][cH:24]2)([CH:27]([CH2:28][CH2:29][CH3:30])[c:31]2[cH:32][cH:33][c:34]([C:35](=[O:36])[O:37][C:38]([CH3:39])([CH3:40])[CH3:41])[cH:42][cH:43]2)[OH:44])[cH:3][cH:4][c:5]([F:12])[c:6]2[cH:7][cH:8][cH:9][cH:10][c:11]12. Reactants: Fc1ccc(Br)c2ccccc12, C1CCOC1, [Li]CCCC, CCCC(C(=O)c1ccc(OC)cc1)c1ccc(C(=O)OC(C)(C)C)cc1. The reactants are Cl (hydrochloric acid), O=C1C2=C(SC3=NC=CC=C31)C=CC(=C2)C(C(=O)O)C (2-(5-oxo-5H-[1]benzothiopyrano[2,3-b]pyridin-7-yl)propionic acid). Run in O1CCOCC1 (dioxane). Reaction conditions: time 15 minute. Yields the product N1=C2C(=CC=C1)CC1=C(S2)C=CC(=C1)C(C(=O)O)C (2-(5H-[1]benzothiopyrano[2,3-b]pyridin-7-yl)propionic acid). Isolated yield 56.1%. RXN SMILES: Cl.O=[C:3]1[C:12]2[C:7](=[N:8][CH:9]=[CH:10][CH:11]=2)[S:6][C:5]2[CH:13]=[CH:14][C:15]([CH:17]([CH3:21])[C:18]([OH:20])=[O:19])=[CH:16][C:4]1=2>O1CCOCC1>[N:8]1[CH:9]=[CH:10][CH:11]=[C:12]2[CH2:3][C:4]3[CH:16]=[C:15]([CH:17]([CH3:21])[C:18]([OH:20])=[O:19])[CH:14]=[CH:13][C:5]=3[S:6][C:7]=12. Reported procedure: A mixture of 3.7 g of zinc, 0.22 g of mercuric chloride, 0.22 ml of concentrated hydrochloric acid and 3.7 ml of water is stirred for 5 minutes, and the aqueous solution is removed by decantation. To the zinc amalgam thus obtained are added 6 ml of dioxane and 6 ml of concentrated hydrochloric acid. 1.5 g of 2-(5-oxo-5H-[1]benzothiopyrano[2,3-b]pyridin-7-yl)propionic acid is added to the mixture with stirring at 50°-60°C over a period of about 15 minutes. The whole mixture is stirred at 60°C for... The reactants are CC(C)(C)C(=O)c1ccc(C(=O)O)cc1, Cc1ccccc1, OCCO, Cc1ccccc1S(=O)(=O)O. The product is CC(C)(C)C1(c2ccc(C(=O)O)cc2)OCCO1. Reaction SMILES: [CH3:1][C:2]([C:3](=[O:4])[c:5]1[cH:6][cH:7][c:8]([C:9](=[O:10])[OH:11])[cH:12][cH:13]1)([CH3:14])[CH3:15].[CH3:31][c:32]1[cH:33][cH:34][cH:35][cH:36][cH:37]1.[OH:16][CH2:17][CH2:18][OH:19].[c:20]1([CH3:21])[c:22]([S:23]([OH:24])(=[O:25])=[O:26])[cH:27][cH:28][cH:29][cH:30]1>>[CH3:1][C:2]([C:3]1([c:5]2[cH:6][cH:7][c:8]([C:9](=[O:10])[OH:11])[cH:12][cH:13]2)[O:4][CH2:18][CH2:17][O:16]1)([CH3:14])[CH3:15]. Reactants: S1C(=CC=C1)CC#N (2-thienylacetonitrile), [NH2-].[Na+] (sodamide), C1(=CC=CC=C1)C (toluene), ClC1=NC=CC=C1 (2-chloropyridine), C1(=CC=CC=C1)C (toluene). Solvent: O (water). Reaction conditions: temperature 60 celsius. Product: S1C(=CC=C1)C(C#N)C1=NC=CC=C1 (α-(2-thienyl)-2-pyridylacetonitrile). RXN SMILES: [S:1]1[CH:5]=[CH:4][CH:3]=[C:2]1[CH2:6][C:7]#[N:8].Cl[C:10]1[CH:15]=[CH:14][CH:13]=[CH:12][N:11]=1.C1(C)C=CC=CC=1.[NH2-].[Na+]>O>[S:1]1[CH:5]=[CH:4][CH:3]=[C:2]1[CH:6]([C:10]1[CH:15]=[CH:14][CH:13]=[CH:12][N:11]=1)[C:7]#[N:8] |f:3.4|. Procedure details: To a well-stirred solution containing 61.5 g. of 2-thienylacetonitrile and 56.5 g. of 2-chloropyridine in 400 ml. of toluene, slowly add a stirred suspension of 40 g. of sodamide in 300 ml. of toluene keeping the reaction temperature at 60°-65°C by cooling with an ice bath. After completing the addition maintain the temperature at 60°C for 2 hrs., add 200 ml. of water to the cooled reaction mixture, decant the tarry by-products and separate the aqueous layer. Evaporate in vacuo the resulting sol...